This data is from the Open Reaction Database (ORD), a public repository of structured organic reaction records. The task is: describe an organic reaction: reactants, conditions, products, and yield Starting materials: O=C([O-])[O-], CI, CC(C)=O, [K+], [K+], O, O=Cc1cc(-n2nnnc2C(F)(F)F)ccc1O. Product: COc1ccc(-n2nnnc2C(F)(F)F)cc1C=O. As a reaction SMILES: [C:19](=[O:20])([O-:21])[O-:22].[CH3:25][I:26].[CH3:28][C:29](=[O:30])[CH3:31].[K+:23].[K+:24].[OH2:27].[OH:1][c:2]1[c:3]([CH:4]=[O:5])[cH:6][c:7](-[n:10]2[n:11][n:12][n:13][c:14]2[C:15]([F:16])([F:17])[F:18])[cH:8][cH:9]1>>[O:1]([c:2]1[c:3]([CH:4]=[O:5])[cH:6][c:7](-[n:10]2[n:11][n:12][n:13][c:14]2[C:15]([F:16])([F:17])[F:18])[cH:8][cH:9]1)[CH3:19]. Starting materials: [N+](=O)([O-])C=1C=C(C=CC1)C1=CC2=C([C@]3(C=CC(NC3CC2)=O)C)C=C1 ((10bR)-8-(3-nitrophenyl)-10b-methyl-3,4,4a,5,6,10b-hexahydrobenzo[f]quinolin-3-one), C(C)(C)(C)O (t-butanol), CC(C)([O-])C.[K+] (potassium t-butoxide), CI (Methyl iodide). Solvent: C(C)(=O)OCC (ethyl acetate). Run at time 4 hour. Yields the product CN1C(C=C[C@@]2(C3=C(CC[C@@H]12)C=C(C=C3)C3=CC(=CC=C3)[N+](=O)[O-])C)=O ((+)-(4aR)-(10bR)-4-methyl-8-(3-nitrophenyl)-10b-methyl-3,4,4a,5,6,10b-hexahydrobenzo[f]quinolin-3-one). Yield: 75.0%. As a reaction SMILES: [N+:1]([C:4]1[CH:5]=[C:6]([C:10]2[CH:25]=[CH:24][C:13]3[C@:14]4([CH3:23])[CH:19]([CH2:20][CH2:21][C:12]=3[CH:11]=2)[NH:18][C:17](=[O:22])[CH:16]=[CH:15]4)[CH:7]=[CH:8][CH:9]=1)([O-:3])=[O:2].[C:26](O)(C)(C)C.CC(C)([O-])C.[K+].CI>C(OCC)(=O)C>[CH3:26][N:18]1[C@H:19]2[C@@:14]([CH3:23])([C:13]3[CH:24]=[CH:25][C:10]([C:6]4[CH:7]=[CH:8][CH:9]=[C:4]([N+:1]([O-:3])=[O:2])[CH:5]=4)=[CH:11][C:12]=3[CH2:21][CH2:20]2)[CH:15]=[CH:16][C:17]1=[O:22] |f:2.3|. Procedure: A 15 mL round bottom flask was charged with (+)-4aR)-(10bR)-8-(3-nitrophenyl)-10b-methyl-3,4,4a,5,6,10b-hexahydrobenzo[f]quinolin-3-one (12 mg, 0.034 mmol), 0.10 mL of t-butanol, and potassium t-butoxide (12 mg, 0.10 mmol). Methyl iodide (0.006 mL, 0.10 mmol) was added and the mixture was stirred at room temperature for 4 h. The mixture was diluted with ethyl acetate, and purified by silica gel chromatography (ethyl acetate eluent) to give 9 mg (75%) of the title compound as a white solid, upon ... Starting materials: C(=O)(OC(C)(C)C)N1[C@H](CCC1)COC=1C=NC(=C(C1)Br)Cl (3-(1-BOC-2-(R)-pyrrolidinylmethoxy)-5-bromo-6-chloropyridine), tetrekis(triphenylphosphine)palladium, C(CCC)[Sn](C1=NC=CC=N1)(CCCC)CCCC (tributyl(pyrimidinyl)tin). Yield: 77.9%. Yields the product C(=O)(OC(C)(C)C)N1[C@H](CCC1)COC=1C=NC(=C(C1)C=1C=NC=NC1)Cl (3-(1-BOC-2-(R)-Pyrrolidinylmethoxy)-6-Chloro-5-(5-pyrimidinyl)pyridine). As a reaction SMILES: [C:1]([N:8]1[CH2:12][CH2:11][CH2:10][C@@H:9]1[CH2:13][O:14][C:15]1[CH:16]=[N:17][C:18]([Cl:22])=[C:19](Br)[CH:20]=1)([O:3][C:4]([CH3:7])([CH3:6])[CH3:5])=[O:2].C([Sn](CCCC)(CCCC)[C:28]1[N:33]=[CH:32][CH:31]=[CH:30][N:29]=1)CCC>C1(C)C=CC=CC=1>[C:1]([N:8]1[CH2:12][CH2:11][CH2:10][C@@H:9]1[CH2:13][O:14][C:15]1[CH:16]=[N:17][C:18]([Cl:22])=[C:19]([C:31]2[CH:30]=[N:29][CH:28]=[N:33][CH:32]=2)[CH:20]=1)([O:3][C:4]([CH3:7])([CH3:6])[CH3:5])=[O:2]. Run in C1(=CC=CC=C1)C (toluene). Procedure details: To the solution of 3-(1-BOC-2-(R)-pyrrolidinylmethoxy)-5-bromo-6-chloropyridine (400 mg, 1.1 mmol) in toluene (10 mL) was added tetrekis(triphenylphosphine)palladium (40 mg, 1%) and tributyl(pyrimidinyl)tin (0.51 g, 1.38 mmol). The mixture was stirred and heated under reflux for 16 h. Solvent was evaporated and the residue was chromatographed (silica gel; hexane/EtOAc, 10:1 to 2:1) to afford an oil (335 mg, 80%): 1H NMR (CDCl3, 300 MHz) δ 1.40 (s, 9H), 1.85-2.00 (m, 2H), 2.00-2.10 (m, 2H), 3.38 ... The reactants are CC1=NC(=CC(=C1)C1=NC2=CC(=CC(=C2C(N1)=O)OCCOC(C)C)F)C (2-(2,6-Dimethyl-pyridin-4-yl)-7-fluoro-5-(2-isopropoxy-ethoxy)-3H-quinazolin-4-one), C[O-].[Na+] (Sodium methoxide). Run in CN(C)C=O (DMF). Reaction conditions: temperature 60 celsius, time 72 hour. Product: CC1=NC(=CC(=C1)C1=NC2=CC(=CC(=C2C(N1)=O)OCCOC(C)C)OC)C (2-(2,6-dimethylpyridin-4-yl)-5-(2-isopropoxyethoxy)-7-methoxyquinazolin-4(3H)-one). Reaction SMILES: [CH3:1][C:2]1[CH:7]=[C:6]([C:8]2[NH:17][C:16](=[O:18])[C:15]3[C:10](=[CH:11][C:12](F)=[CH:13][C:14]=3[O:19][CH2:20][CH2:21][O:22][CH:23]([CH3:25])[CH3:24])[N:9]=2)[CH:5]=[C:4]([CH3:27])[N:3]=1.[CH3:28][O-:29].[Na+]>CN(C=O)C>[CH3:1][C:2]1[CH:7]=[C:6]([C:8]2[NH:17][C:16](=[O:18])[C:15]3[C:10](=[CH:11][C:12]([O:29][CH3:28])=[CH:13][C:14]=3[O:19][CH2:20][CH2:21][O:22][CH:23]([CH3:25])[CH3:24])[N:9]=2)[CH:5]=[C:4]([CH3:27])[N:3]=1 |f:1.2|. Procedure: 2-(2,6-Dimethyl-pyridin-4-yl)-7-fluoro-5-(2-isopropoxy-ethoxy)-3H-quinazolin-4-one (22) (960 mg, 2.58 mmol) was taken up in anhydrous DMF (10 mL). Sodium methoxide (25% solution in methanol, 12.9 mmol) was added. After the addition, the reaction mixture was stirred at 60° C. for 72 hours. The reaction mixture was cooled to room temperature, and quenched with saturated solution of NH4Cl. The product was extracted with ethyl acetate (3×200 mL). The combined organic layer was washed with water, bri... Starting materials: C1=CC(=C(N=C1)Cl)C#N (2-Chloronicotinitrile), C(CCC)N (n-butylamine). Solvent: C(C)(C)O (isopropyl alcohol). Yields the product C(CCC)NC1=NC=CC=C1C#N (2-{Butylamino}pyridine-3-carbonitrile). RXN SMILES: [CH:1]1[CH:6]=[N:5][C:4](Cl)=[C:3]([C:8]#[N:9])[CH:2]=1.[CH2:10]([NH2:14])[CH2:11][CH2:12][CH3:13]>C(O)(C)C>[CH2:10]([NH:14][C:4]1[C:3]([C:8]#[N:9])=[CH:2][CH:1]=[CH:6][N:5]=1)[CH2:11][CH2:12][CH3:13]. Procedure: 2-Chloronicotinitrile (1.30 g, 9.60 mmol) was refluxed with 3 mL of n-butylamine and 10 mL of isopropyl alcohol overnight. The solvents were removed in vacuo and the residue obtained chromatographed on silica gel eluting with 2:1 hexane/ethyl acetate to give 1.6 g of the title compound. Starting materials: CCOC(=N)c1ccc(S(=O)(=O)Nc2nccs2)cc1, CCO, NN. Product: N=C(NN)c1ccc(S(=O)(=O)Nc2nccs2)cc1. RXN SMILES: [CH2:1]([O:2][C:4]([c:5]1[cH:6][cH:7][c:8]([S:11]([NH:12][c:13]2[s:14][cH:15][cH:16][n:17]2)(=[O:18])=[O:19])[cH:9][cH:10]1)=[NH:20])[CH3:3].[CH3:23][CH2:24][OH:25].[NH2:21][NH2:22]>>[C:4]([c:5]1[cH:6][cH:7][c:8]([S:11]([NH:12][c:13]2[s:14][cH:15][cH:16][n:17]2)(=[O:18])=[O:19])[cH:9][cH:10]1)(=[NH:20])[NH:21][NH2:22].